Dataset: the Open Reaction Database (ORD), a public repository of structured organic reaction records. Task: describe an organic reaction: reactants, conditions, products, and yield Starting materials: N1=CC=CC=C1 (pyridine), CON(C(=O)C=1NC2=CC=CC=C2C1)C (N-methoxy-N-methyl-1H-indole-2-carboxamide), FC=1C=C(C=CC1)B(O)O ((3-fluorophenyl)boronic acid), cupric acetate. The solvent is C(Cl)Cl (methylene chloride). The product is FC=1C=C(C=CC1)N1C(=CC2=CC=CC=C12)C(=O)N(C)OC (1-(3-Fluorophenyl)-N-methoxy-N-methyl-1H-indole-2-carboxamide). The yield is 45.7%. RXN SMILES: [CH3:1][O:2][N:3]([CH3:15])[C:4]([C:6]1[NH:7][C:8]2[C:13]([CH:14]=1)=[CH:12][CH:11]=[CH:10][CH:9]=2)=[O:5].[F:16][C:17]1[CH:18]=[C:19](B(O)O)[CH:20]=[CH:21][CH:22]=1.N1C=CC=CC=1>C(Cl)Cl>[F:16][C:17]1[CH:22]=[C:21]([N:7]2[C:8]3[C:13](=[CH:12][CH:11]=[CH:10][CH:9]=3)[CH:14]=[C:6]2[C:4]([N:3]([O:2][CH3:1])[CH3:15])=[O:5])[CH:20]=[CH:19][CH:18]=1. Procedure details: Activated molecular sieves (6.0 g) 4 Å were placed in an oven dried flask and cooled to room temperature under nitrogen. To the flask was charged with N-methoxy-N-methyl-1H-indole-2-carboxamide (0.45 g, 2.2 mmol), (3-fluorophenyl)boronic acid (0.94 g, 6.7 mmol), cupric acetate (0.60 g, 3.3 mmol), and methylene chloride (80 mL) and then pyridine (0.72 mL, 8.9 mmol). The reaction mixture was stirred at room temperature over weekend, then filtered through a pad of Celite. The filtrate was concentra... Starting materials: C1(=CC=CC=C1)C(CCl)=CC1=CC=CC=C1 (2,3-diphenylallyl chloride), C(C)NCC (diethylamine). Conditions: time 24 hour. Yields the product Cl.C(C)N(CC)CC(=CC1=CC=CC=C1)C1=CC=CC=C1 (N,N-diethyl-2,3-diphenylallylamine hydrochloride). RXN SMILES: [C:1]1([C:7](=[CH:10][C:11]2[CH:16]=[CH:15][CH:14]=[CH:13][CH:12]=2)[CH2:8][Cl:9])[CH:6]=[CH:5][CH:4]=[CH:3][CH:2]=1.[CH2:17]([NH:19][CH2:20][CH3:21])[CH3:18]>>[ClH:9].[CH2:17]([N:19]([CH2:8][C:7]([C:1]1[CH:6]=[CH:5][CH:4]=[CH:3][CH:2]=1)=[CH:10][C:11]1[CH:16]=[CH:15][CH:14]=[CH:13][CH:12]=1)[CH2:20][CH3:21])[CH3:18] |f:2.3|. Reported procedure: A solution consisting of 4 parts of 2,3-diphenylallyl chloride dissolved in 7.12 parts of diethylamine is allowed to stand at 65° for about 24 hours. Then the excess diethylamine is removed under nitrogen and the oil and solid which remain are covered with n-hexane. The solid is separated by filtration and the filtrate is acidified by adding isopropanolic hydrochloric acid. The oil which separates is then isolated by decantation and crystallized from isopropanol-ethyl ether to yield pure N,N-die... Reactants: CCOCOCC, CCOCC, ClCCl, COC(=O)CCCC(O)c1ccc(F)cc1. The product is CCOCOC(CCCC(=O)OC)c1ccc(F)cc1. Reaction SMILES: [CH2:17]([CH3:18])[O:19][CH2:20][O:21][CH2:22][CH3:23].[CH3:27][CH2:28][O:29][CH2:30][CH3:31].[Cl:24][CH2:25][Cl:26].[F:1][c:2]1[cH:3][cH:4][c:5]([CH:8]([CH2:9][CH2:10][CH2:11][C:12](=[O:13])[O:14][CH3:15])[OH:16])[cH:6][cH:7]1>>[F:1][c:2]1[cH:3][cH:4][c:5]([CH:8]([CH2:9][CH2:10][CH2:11][C:12](=[O:13])[O:14][CH3:15])[O:16][CH2:20][O:19][CH2:17][CH3:18])[cH:6][cH:7]1. Reactants: [N+](=O)([O-])C=1C=NC2=CC=CN=C2C1O (3-nitro[1,5]naphthyridin-4-ol), [OH-].[NH4+] (ammonium hydroxide). The reagents and catalysts are [Pt] (platinum on carbon). Run in CO (methanol). Run at time 6 hour. The product is NC=1C=NC2=CC=CN=C2C1O (3-amino[1,5]naphthyridin-4-ol). The yield is 96.5%. Reaction SMILES: [N+:1]([C:4]1[CH:5]=[N:6][C:7]2[C:12]([C:13]=1[OH:14])=[N:11][CH:10]=[CH:9][CH:8]=2)([O-])=O.[OH-].[NH4+]>[Pt].CO>[NH2:1][C:4]1[CH:5]=[N:6][C:7]2[C:12]([C:13]=1[OH:14])=[N:11][CH:10]=[CH:9][CH:8]=2 |f:1.2|. Procedure details: A mixture containing 3-nitro[1,5]naphthyridin-4-ol (7.5 g), methanol (200 mL), ammonium hydroxide (50 mL) and 5% platinum on carbon (0.75 g) was placed on a Parr apparatus for 6 hours. The reaction mixture was filtered to remove catalyst and then filtered a second time using Celite® filter aid. The filtrate was concentrated under vacuum to provide 6.1 g of 3-amino[1,5]naphthyridin-4-ol as a brown solid. Starting materials: BrC1=C2C=CC=NC2=C(C(=N1)C(=O)NCC1=CC(=CC(=C1)Cl)Cl)O (5-bromo-N-(3,5-dichlorobenzyl)-8-hydroxy-1,6-naphthyridine-7-carboxamide), CN1CCNCC1 (N-methyl piperazine), 135C. Solvent: CN(C)C=O (DMF), CN(C)C=O (DMF). The product is ClC=1C=C(CNC(=O)C2=NC(=C3C=CC=NC3=C2O)N2CCN(CC2)C)C=C(C1)Cl (N-(3,5-dichlorobenzyl)-8-hydroxy-5-(4-methylpiperazin-1-yl)-1,6-naphthyridine-7-carboxamide). Reaction SMILES: Br[C:2]1[N:11]=[C:10]([C:12]([NH:14][CH2:15][C:16]2[CH:21]=[C:20]([Cl:22])[CH:19]=[C:18]([Cl:23])[CH:17]=2)=[O:13])[C:9]([OH:24])=[C:8]2[C:3]=1[CH:4]=[CH:5][CH:6]=[N:7]2.[CH3:25][N:26]1[CH2:31][CH2:30][NH:29][CH2:28][CH2:27]1>CN(C=O)C>[Cl:23][C:18]1[CH:17]=[C:16]([CH:21]=[C:20]([Cl:22])[CH:19]=1)[CH2:15][NH:14][C:12]([C:10]1[C:9]([OH:24])=[C:8]2[C:3]([CH:4]=[CH:5][CH:6]=[N:7]2)=[C:2]([N:29]2[CH2:30][CH2:31][N:26]([CH3:25])[CH2:27][CH2:28]2)[N:11]=1)=[O:13]. Reported procedure: To a solution of 5-bromo-N-(3,5-dichlorobenzyl)-8-hydroxy-1,6-naphthyridine-7-carboxamide from Example 50 (25 mg, 0.060 mmol), N-methyl piperazine (35.2 mg, 0.35 mmol) in DMF (0.25 ml) was heated at 135C for 48 hrs. The reaction mixture was diluted with DMF (0.25 ml) and purified by preparative HPLC. (Gilson semi preparative HPLC system and a YMC Combiprep Pro Column (50×20 mm I.D., C18, S-5 um, 120A) eluting with 5-95% acetonitrile/water (0.1% TFA) at 15 ml/min) to afford the title compound aft...